This data is from the Open Reaction Database (ORD), a public repository of structured organic reaction records. The task is: describe an organic reaction: reactants, conditions, products, and yield Procedure: To 3-[3-(2-chloro-4-pyrimidinyl)imidazo[1,2-a]pyridin-2-yl]-N-(2,6-difluorophenyl)-benzamide (Intermediate Example 1) (0.11 g, 0.25 mmol) and 2-(methyloxy)-4-[4-(1-piperidinylmethyl)-1-piperidinyl]aniline (0.076 g, 0.25 mmol) in trifluoroethanol (1.5 mL) was added HCl (0.13 mL, 4M in dioxane, 0.50 mmol). The reaction was heated at 170° C. for 80 min in the microwave. When complete by MS, the reaction mixture was quenched with sodium methoxide (0.5M in MeOH) and concentrated. Purification by flas... Product: FC1=C(C(=CC=C1)F)NC(C1=CC(=CC=C1)C=1N=C2N(C=CC=C2)C1C1=NC(=NC=C1)NC1=C(C=C(C=C1)N1CCC(CC1)CN1CCCCC1)OC)=O (N-(2,6-difluorophenyl)-3-{3-[2-({2-(methyloxy)-4-[4-(1-piperidinylmethyl)-1-piperidinyl]phenyl}amino)-4-pyrimidinyl]imidazo[1,2-a]pyridin-2-yl}benzamide). Reaction SMILES: Cl[C:2]1[N:7]=[C:6]([C:8]2[N:12]3[CH:13]=[CH:14][CH:15]=[CH:16][C:11]3=[N:10][C:9]=2[C:17]2[CH:18]=[C:19]([CH:31]=[CH:32][CH:33]=2)[C:20]([NH:22][C:23]2[C:28]([F:29])=[CH:27][CH:26]=[CH:25][C:24]=2[F:30])=[O:21])[CH:5]=[CH:4][N:3]=1.[CH3:34][O:35][C:36]1[CH:42]=[C:41]([N:43]2[CH2:48][CH2:47][CH:46]([CH2:49][N:50]3[CH2:55][CH2:54][CH2:53][CH2:52][CH2:51]3)[CH2:45][CH2:44]2)[CH:40]=[CH:39][C:37]=1[NH2:38].Cl>C(O)C(F)(F)F>[F:30][C:24]1[CH:25]=[CH:26][CH:27]=[C:28]([F:29])[C:23]=1[NH:22][C:20](=[O:21])[C:19]1[CH:31]=[CH:32][CH:33]=[C:17]([C:9]2[N:10]=[C:11]3[CH:16]=[CH:15][CH:14]=[CH:13][N:12]3[C:8]=2[C:6]2[CH:5]=[CH:4][N:3]=[C:2]([NH:38][C:37]3[CH:39]=[CH:40][C:41]([N:43]4[CH2:48][CH2:47][CH:46]([CH2:49][N:50]5[CH2:55][CH2:54][CH2:53][CH2:52][CH2:51]5)[CH2:45][CH2:44]4)=[CH:42][C:36]=3[O:35][CH3:34])[N:7]=2)[CH:18]=1. Reactants: ClC1=NC=CC(=N1)C1=C(N=C2N1C=CC=C2)C=2C=C(C(=O)NC1=C(C=CC=C1F)F)C=CC2 (3-[3-(2-chloro-4-pyrimidinyl)imidazo[1,2-a]pyridin-2-yl]-N-(2,6-difluorophenyl)-benzamide), COC1=C(N)C=CC(=C1)N1CCC(CC1)CN1CCCCC1 (2-(methyloxy)-4-[4-(1-piperidinylmethyl)-1-piperidinyl]aniline), Cl (HCl). Isolated yield 44.0%. Run at temperature 170 celsius. Solvent: C(C(F)(F)F)O (trifluoroethanol).